The task is: describe an organic reaction: reactants, conditions, products, and yield. This data is from the Open Reaction Database (ORD), a public repository of structured organic reaction records. Reactants: S(=O)(Cl)Cl (thionyl chloride), CO (MeOH), OC=1C=C(C(=O)O)C=CC1OC (3-hydroxy-4-methoxybenzoic acid). Reaction conditions: temperature 50 celsius, time 10 minute. Product: COC(C1=CC(=C(C=C1)OC)O)=O (3-Hydroxy-4-methoxy-benzoic acid methyl ester). As a reaction SMILES: S(Cl)(Cl)=O.[OH:5][C:6]1[CH:7]=[C:8]([CH:12]=[CH:13][C:14]=1[O:15][CH3:16])[C:9]([OH:11])=[O:10].[CH3:17]O>>[CH3:17][O:10][C:9](=[O:11])[C:8]1[CH:12]=[CH:13][C:14]([O:15][CH3:16])=[C:6]([OH:5])[CH:7]=1. Reported procedure: 10 ml of thionyl chloride was added to 250 ml of MeOH at 0° C. The solution was stirred for 10 min. and 25 g of 3-hydroxy-4-methoxybenzoic acid was added. The reaction was stirred for 16 h at RT then heated to 50° C. for 3 h. The solvents were removed under reduced pressure. The residue was directly used in the next reaction.